Dataset: the Open Reaction Database (ORD), a public repository of structured organic reaction records. Task: describe an organic reaction: reactants, conditions, products, and yield The reactants are C(C)(=O)OC=1C=C(C=CC1OC(C)=O)CCNC(=O)C=1C=NC=CC1 (3-{N-[β-(3,4-diacetoxyphenyl)ethyl]}carbamoylpyridine), C(C(C)(C)C)(=O)OC=1C=C(C=CC1OC(C(C)(C)C)=O)CCNC(=O)C=1C=NC=CC1 (3-{N-[β-(3,4-Dipivalyloxyphenyl)ethyl]}carbamoylpyridine), CI (methyl iodide), yellow crystalline needles. Run in CO (methanol). The product is [I-].C[N+]1=CC(=CC=C1)C(NCCC1=CC(=C(C=C1)OC(C)=O)OC(C)=O)=O (1-Methyl-3-{N-[β-(3,4-diacetoxyphenyl)ethyl]}carbamoylpyridinium iodide). As a reaction SMILES: [C:1]([O:4][C:5]1[CH:6]=[C:7]([CH2:15][CH2:16][NH:17][C:18]([C:20]2[CH:21]=[N:22][CH:23]=[CH:24][CH:25]=2)=[O:19])[CH:8]=[CH:9][C:10]=1[O:11][C:12](=[O:14])[CH3:13])(=[O:3])[CH3:2].[C:26](OC1C=C(CCNC(C2C=NC=CC=2)=O)C=CC=1OC(=O)C(C)(C)C)(=O)C(C)(C)C.C[I:58]>CO>[I-:58].[CH3:26][N+:22]1[CH:23]=[CH:24][CH:25]=[C:20]([C:18](=[O:19])[NH:17][CH2:16][CH2:15][C:7]2[CH:8]=[CH:9][C:10]([O:11][C:12](=[O:14])[CH3:13])=[C:5]([O:4][C:1](=[O:3])[CH3:2])[CH:6]=2)[CH:21]=1 |f:4.5|. Reported procedure: To a solution of 1.71 g (5 mmol) of 3-{N-[β-(3,4-diacetoxyphenyl)ethyl]}carbamoylpyridine (prepared like compound 8c), 1.41 g (10 mmol) of methyl iodide were added and the mixture was refluxed overnight under stirring. The acetone solution was then decanted from the insoluble oily residue. Ether was added to the acetone solution and the solid which separated was crystallized from acetone/ether. Yield, 1.9 g (78%) of yellow crystalline needles, m.p. 171°-173° C. U.V. (methanol) 215, 265 nm; NMR (...